Task: describe an organic reaction: reactants, conditions, products, and yield. Dataset: the Open Reaction Database (ORD), a public repository of structured organic reaction records The reactants are [N+](#[C-])CCC1=CC(=C(C=C1)OC)OC (4-(2-isocyano-ethyl)-1,2-dimethoxy-benzene), C1=CC2=C(C=C1C=O)OCO2 (piperonal), C(=O)[O-].[NH4+] (ammonium formiate). The solvent is CO (methanol). Conditions: temperature 0 celsius, time 10 hour. The product is NC(C(=O)NCCC1=CC(=C(C=C1)OC)OC)C1=CC2=C(OCO2)C=C1 (2-amino-2-benzo[1,3]dioxol-5-yl-N-[2-(3,4-dimethoxy-phenyl)-ethyl]acetamide). Yield: 81.8%. Reaction SMILES: [N+:1]([CH2:3][CH2:4][C:5]1[CH:10]=[CH:9][C:8]([O:11][CH3:12])=[C:7]([O:13][CH3:14])[CH:6]=1)#[C-:2].[CH:15]1[C:20]([CH:21]=O)=[CH:19][C:18]2[O:23][CH2:24][O:25][C:17]=2[CH:16]=1.C([O-])=[O:27].[NH4+:29]>CO>[NH2:29][CH:21]([C:20]1[CH:15]=[CH:16][C:17]2[O:25][CH2:24][O:23][C:18]=2[CH:19]=1)[C:2]([NH:1][CH2:3][CH2:4][C:5]1[CH:10]=[CH:9][C:8]([O:11][CH3:12])=[C:7]([O:13][CH3:14])[CH:6]=1)=[O:27] |f:2.3|. Procedure: A mixture of 4.78 g (25.0 mmol) 4-(2-isocyano-ethyl)-1,2-dimethoxy-benzene, 4.5 g (30 mmol) piperonal, 3.15 g (50 mmol) ammonium formiate in 25 ml methanol (which has been previously purged by a nitrogen stream) is heated at reflux for 18 hours. The solution is cooled to 0° C. and 10 ml HCl 10M in methanol is added. The reaction mixture is stirred at RT for 10 hours. The mixture is then extracted with 2 fold 150 ml ice-cooled water. The water phase is made basic by the addition of NaOH 2N (pH=14...